This data is from the Open Reaction Database (ORD), a public repository of structured organic reaction records. The task is: describe an organic reaction: reactants, conditions, products, and yield Starting materials: ClC=1OC(=CN1)C(=O)OCC (ethyl 2-chlorooxazole-5-carboxylate), C[O-].[Na+] (NaOMe). Run in CC#N (MeCN), CO (MeOH), CO (MeOH). The product is COC=1OC(=CN1)C(=O)O (2-methoxyoxazole-5-carboxylic acid). Isolated yield 69.9%. RXN SMILES: Cl[C:2]1[O:3][C:4]([C:7]([O:9]CC)=[O:8])=[CH:5][N:6]=1.[CH3:12][O-:13].[Na+]>CC#N.CO>[CH3:12][O:13][C:2]1[O:3][C:4]([C:7]([OH:9])=[O:8])=[CH:5][N:6]=1 |f:1.2|. Procedure details: To a solution of ethyl 2-chlorooxazole-5-carboxylate (510 mg, 2.90 mmol) in anhdryous MeCN (10 mL) and anhydrous MeOH (10 mL) is added NaOMe (628 mg, 11.62 mmol). The crude is stirred at reflux for 2 hrs. To this crude is added additional MeOH. The crude is refluxed for another 4 hrs. The crude is concentrated and is redissolved in MeOH (10 mL). To this crude is added 1 N NaOH (10 ml). The crude is stirred at room temperature for 3 hrs. The crude is quenched with concentrated HCl, PH adjusted to...